Dataset: the Open Reaction Database (ORD), a public repository of structured organic reaction records. Task: describe an organic reaction: reactants, conditions, products, and yield The reactants are O (water), organic solvents, CC1=CC=C(S1)C1=CCC(C2=CC3=CC=CC(=C3C=C12)C1=CC=C(C(=O)OCC)C=C1)(C)C (ethyl 4-[1-(5-methyl-thien-2-yl)-3,4-dihydro-4,4-dimethyl-anthracen-8-yl]-benzoate), CC1=CC=C(S1)C1=CCC(C2=CC3=CC=CC(=C3C=C12)C1=CC=C(C(=O)OCC)C=C1)(C)C (ethyl 4-[1-(5-methyl-thien-2-yl)-3,4-dihydro-4,4-dimethyl-anthracen-8-yl]-benzoate), CO (MeOH), [Li+].[OH-] (LiOH). Solvent: C1CCOC1 (THF). Run at time 16 hour. The product is CC1=CC=C(S1)C1=CCC(C2=CC3=CC=CC(=C3C=C12)C1=CC=C(C(=O)O)C=C1)(C)C (4-[1(5-Methyl-thien-2-yl)3,4-dihydro-4,4-dimethyl-anthracen-8-yl]-benzoic Acid). Reaction SMILES: [CH3:1][C:2]1[S:6][C:5]([C:7]2[C:20]3[C:11](=[CH:12][C:13]4[C:18]([CH:19]=3)=[C:17]([C:21]3[CH:31]=[CH:30][C:24]([C:25]([O:27]CC)=[O:26])=[CH:23][CH:22]=3)[CH:16]=[CH:15][CH:14]=4)[C:10]([CH3:33])([CH3:32])[CH2:9][CH:8]=2)=[CH:4][CH:3]=1.CO.[Li+].[OH-].O>C1COCC1>[CH3:1][C:2]1[S:6][C:5]([C:7]2[C:20]3[C:11](=[CH:12][C:13]4[C:18]([CH:19]=3)=[C:17]([C:21]3[CH:22]=[CH:23][C:24]([C:25]([OH:27])=[O:26])=[CH:30][CH:31]=3)[CH:16]=[CH:15][CH:14]=4)[C:10]([CH3:33])([CH3:32])[CH2:9][CH:8]=2)=[CH:4][CH:3]=1 |f:2.3|. Reported procedure: To a stirred solution of ethyl 4-[1-(5-methyl-thien-2-yl)-3,4-dihydro-4,4-dimethyl-anthracen-8-yl]-benzoate (Compound 3, 33 mg, 0.07 mmol), in THF (2 mL), MeOH (2 mL), was added aqueous LiOH (1M solution, 0.2 mL, 0.2 mmol). After 16 hours, water (2 mL) was added to the reaction mixture, about 50% of the organic solvents were removed by distillation, and the mixture was further diluted the mixture with water (5 mL). The reaction mixture was washed with ether (10 mL) and the aqueous layer was acid... The reactants are C=O, O=CO, c1ccc2c(c1)C1CCNCC2C1, [Na+], [OH-]. Product: CN1CCC2CC(C1)c1ccccc12. Reaction SMILES: [CH2:14]=[O:15].[CH:18]([OH:19])=[O:20].[CH:1]12[CH2:2][NH:3][CH2:4][CH2:5][CH:6]([c:7]3[c:8]1[cH:9][cH:10][cH:11][cH:12]3)[CH2:13]2.[Na+:17].[OH-:16]>>[CH:1]12[CH2:2][N:3]([CH3:14])[CH2:4][CH2:5][CH:6]([c:7]3[c:8]1[cH:9][cH:10][cH:11][cH:12]3)[CH2:13]2. The reactants are COC1=C(C(=C(C(=C1F)F)[N+](=O)[O-])N1C(C=2C(C1=O)=CC=CC2)=O)F (4-Methoxy-2-phthalimido-3,5,6-trifluoro-1-nitrobenzene), [H][H] (hydrogen). The reagents and catalysts are [Pd] (palladium-on-carbon). The solvent is C(C)(=O)O (acetic acid). Yields the product COC1=C(C(=C(N)C(=C1F)F)N1C(C=2C(C1=O)=CC=CC2)=O)F (4-Methoxy-2-phthalimido-3,5,6-trifluoroaniline). Yield: 75.8%. RXN SMILES: [CH3:1][O:2][C:3]1[C:8]([F:9])=[C:7]([F:10])[C:6]([N+:11]([O-])=O)=[C:5]([N:14]2[C:18](=[O:19])[C:17]3=[CH:20][CH:21]=[CH:22][CH:23]=[C:16]3[C:15]2=[O:24])[C:4]=1[F:25].[H][H]>C(O)(=O)C.[Pd]>[CH3:1][O:2][C:3]1[C:8]([F:9])=[C:7]([F:10])[C:6]([NH2:11])=[C:5]([N:14]2[C:18](=[O:19])[C:17]3=[CH:20][CH:21]=[CH:22][CH:23]=[C:16]3[C:15]2=[O:24])[C:4]=1[F:25]. Reported procedure: 1.3 g of 5% w/w palladium-on-carbon was added to a solution of 4.2 g (0.012 mole) of 4-methoxy-2-phthalimido-3,5,6-trifluoro-1-nitrobenzene (XXXIV) [prepared as described in Step (F1) above] in 150 ml of acetic acid, and the mixture was agitated vigorously for 1 hour in an atmosphere of hydrogen. At the end of this time, the reaction mixture was filtered, the filtrate was concentrated by evaporation under reduced pressure. and the solid which separated was washed with toluene, to afford 2.93 g o... Reactants: ClC=1N=C2C(=NC1)N(C=C2I)S(=O)(=O)C2=CC=C(C=C2)C (2-Chloro-7-iodo-5-(toluene-4-sulfonyl)-5H-pyrrolo[2,3-b]pyrazine), BrC=1C=C(C=CC1)B(O)O (3-bromophenyl boronic acid), tetrakis-triphenylphosphine palladium, C([O-])([O-])=O.[K+].[K+] (potassium carbonate), C1(=CC=CC=C1)C.C(C)O (toluene ethanol). Run in C(C)(=O)OCC (ethyl acetate). Conditions: time 2 hour. The product is BrC=1C=C(C=CC1)C1=CNC2=NC=C(N=C21)Cl (7-(3-Bromo-phenyl)-2-chloro-5H-pyrrolo[2,3-b]pyrazine). RXN SMILES: [Cl:1][C:2]1[N:3]=[C:4]2[C:10](I)=[CH:9][N:8](S(C3C=CC(C)=CC=3)(=O)=O)[C:5]2=[N:6][CH:7]=1.[Br:22][C:23]1[CH:24]=[C:25](B(O)O)[CH:26]=[CH:27][CH:28]=1.C(=O)([O-])[O-].[K+].[K+].C1(C)C=CC=CC=1.C(O)C>C(OCC)(=O)C>[Br:22][C:23]1[CH:28]=[C:27]([C:10]2[C:4]3[C:5](=[N:6][CH:7]=[C:2]([Cl:1])[N:3]=3)[NH:8][CH:9]=2)[CH:26]=[CH:25][CH:24]=1 |f:2.3.4,5.6|. Reported procedure: A 50 ml round bottom flask was charged under nitrogen with 2-chloro-7-iodo-5-(toluene-4-sulfonyl)-5H-pyrrolo[2,3-b]pyrazine (6) (950 mg, 2.2 mmol), 3-bromophenyl boronic acid (440 mg, 2.2 mmol), tetrakis-triphenylphosphine palladium (50 mg, 0.04 mmol), 2M aqueous potassium carbonate (2.2 ml, 4.4 mmol) in a toluene/ethanol mixture (15/3 ml) under nitrogen. The reaction mixture was refluxed for 18 h, then allowed to cool to room temperature. The solution was diluted with ethyl acetate (˜70 ml). Th...